Dataset: the Open Reaction Database (ORD), a public repository of structured organic reaction records. Task: describe an organic reaction: reactants, conditions, products, and yield Starting materials: [Na] (sodium), C(C=C)ONC(CCC)=C1C(C(C(C(C1=O)OC)(C)C)=C=O)=O (2-[1-(N-allyloxyamino)-butylidene]-5,5-dimethyl-4-methoxy-carbonyl-cyclohexane-1,3-dione). The product is C(C=C)ONC(CC)=C1C(CC(CC1=O)(C)C)=O (2-[1-(N-allyloxyamino)-propylidene]-5,5-dimethylcyclohexane-1,3-dione). RXN SMILES: [Na].[CH2:2]([O:5][NH:6][C:7](=[C:11]1[C:16](=[O:17])[CH:15](OC)[C:14]([CH3:21])([CH3:20])[C:13](=C=O)[C:12]1=[O:24])[CH2:8][CH2:9]C)[CH:3]=[CH2:4]>>[CH2:2]([O:5][NH:6][C:7](=[C:11]1[C:12](=[O:24])[CH2:13][C:14]([CH3:21])([CH3:20])[CH2:15][C:16]1=[O:17])[CH2:8][CH3:9])[CH:3]=[CH2:4] |^1:0|. Procedure: sodium salt of 2-[1-(N-allyloxyamino)-butylidene]-5,5-dimethyl-4-methoxy-carbonyl-cyclohexane-1,3-dione Starting materials: CC(C)N1C(=O)C2=CC=CC=C2NS1(=O)=O (bentazone), C([O-])([O-])=O.[NH4+].[NH4+] (ammonium carbonate), ClCCCl (1,2-dichloroethane). Solvent: O (water). Conditions: time 1 hour. Yields the product CC(C)N1C(=O)C2=CC=CC=C2NS1(=O)=O.[NH4+] (bentazone ammonium). Yield: 197.6%. As a reaction SMILES: [CH3:1][CH:2]([N:4]1[S:14](=[O:16])(=[O:15])[NH:13][C:12]2[C:7](=[CH:8][CH:9]=[CH:10][CH:11]=2)[C:5]1=[O:6])[CH3:3].C(=O)([O-])[O-].[NH4+:21].[NH4+].ClCCCl>O>[CH3:3][CH:2]([N:4]1[S:14](=[O:16])(=[O:15])[NH:13][C:12]2[C:7](=[CH:8][CH:9]=[CH:10][CH:11]=2)[C:5]1=[O:6])[CH3:1].[NH4+:21] |f:1.2.3,6.7|. Reported procedure: A mixture of 24 g of bentazone (IIa), 4.8 g of ammonium carbonate, 220 g of 1,2-dichloroethane and 300 g of water was stirred at 50°-60° C. for 1 hour. The phases were then separated, and the water was removed under reduced pressure and at 50°-60° C. 25.5 g of bentazone-ammonium were obtained. The reactants are CC(C)(C)OC(=O)N1CCC2C(C1)c1cc(Br)cc3c1N2CC3, COc1ccc(B(O)O)c(OC)c1. Product: COc1ccc(-c2cc3c4c(c2)C2CN(C(=O)OC(C)(C)C)CCC2N4CC3)c(OC)c1. RXN SMILES: [Br:1][c:2]1[cH:3][c:4]2[c:8]3[c:9]([cH:10]1)[CH2:11][CH2:12][N:7]3[CH:6]1[CH:5]2[CH2:16][N:15]([C:17](=[O:18])[O:19][C:20]([CH3:21])([CH3:22])[CH3:23])[CH2:14][CH2:13]1.[CH3:24][O:25][c:26]1[c:27]([B:34]([OH:35])[OH:36])[cH:28][cH:29][c:30]([O:32][CH3:33])[cH:31]1>>[c:2]1(-[c:27]2[c:26]([O:25][CH3:24])[cH:31][c:30]([O:32][CH3:33])[cH:29][cH:28]2)[cH:3][c:4]2[c:8]3[c:9]([cH:10]1)[CH2:11][CH2:12][N:7]3[CH:6]1[CH:5]2[CH2:16][N:15]([C:17](=[O:18])[O:19][C:20]([CH3:21])([CH3:22])[CH3:23])[CH2:14][CH2:13]1. The reactants are C[O-].[Na+] (Sodium methoxide), C1=CC=C(C=2OC=3C(=CC=CC3NC12)C(=O)O)C(=O)O (phenoxazine 4,6-dicarboxylic acid). The solvent is CO (methanol). Product: [Na+].C1=CC=C(C=2OC=3C(=CC=CC3NC12)C(=O)[O-])C(=O)[O-].[Na+] (phenoxazine 4,6-dicarboxylic acid sodium salt). As a reaction SMILES: C[O-].[Na+:3].[CH:4]1[C:17]2[NH:16][C:15]3[CH:14]=[CH:13][CH:12]=[C:11]([C:18]([OH:20])=[O:19])[C:10]=3[O:9][C:8]=2[C:7]([C:21]([OH:23])=[O:22])=[CH:6][CH:5]=1>CO>[Na+:3].[CH:4]1[C:17]2[NH:16][C:15]3[CH:14]=[CH:13][CH:12]=[C:11]([C:18]([O-:20])=[O:19])[C:10]=3[O:9][C:8]=2[C:7]([C:21]([O-:23])=[O:22])=[CH:6][CH:5]=1.[Na+:3] |f:0.1,4.5.6|. Procedure: Sodium methoxide (82 mg) is added to a solution of phenoxazine 4,6-dicarboxylic acid in methanol (5 ml). The solution is then evaporated to dryness to afford phenoxazine 4,6-dicarboxylic acid sodium salt. This compound may be converted to salts such as potassium, lithium, ammonium, calcium, magnesium, ferrous, zinc, copper, manganous, aluminum, ferric, manganic salts and the like using similar methods. Reactants: COC1=C(CN(S(=O)(=O)C2=CC3=C(NC(O3)=O)C=C2F)C2=NC=NS2)C=CC(=C1)OC (N-(2,4-Dimethoxybenzyl)-5-fluoro-2-oxo-N-(1,2,4-thiadiazol-5-yl)-2,3-dihydro-1,3-benzoxazole-6-sulfonamide), N(=N\C(=O)OC(C)(C)C)/C(=O)OC(C)(C)C ((E)-di-tert-butyl diazene-1,2-dicarboxylate), C1(=CC=CC=C1)P(C1=CC=CC=C1)C1=CC=CC=C1 (triphenylphosphine), OCC=1C=CC=C2C=C(N=CC12)NC(OC(C)(C)C)=O (tert-butyl (8-(hydroxymethyl)isoquinolin-3-yl)carbamate). The solvent is C1CCOC1 (THF), C1CCOC1 (THF). Run at temperature 0 celsius, time 2 hour. Product: NC=1N=CC2=C(C=CC=C2C1)CN1C(OC2=C1C=C(C(=C2)S(=O)(=O)NC2=NC=NS2)F)=O (3-((3-Aminoisoquinolin-8-yl)methyl)-5-fluoro-2-oxo-N-(1,2,4-thiadiazol-5-yl)-2,3-dihydrobenzo[d]oxazole-6-sulfonamide). As a reaction SMILES: COC1C=C(OC)C=CC=1C[N:6]([C:21]1[S:25][N:24]=[CH:23][N:22]=1)[S:7]([C:10]1[C:19]([F:20])=[CH:18][C:13]2[NH:14][C:15](=[O:17])[O:16][C:12]=2[CH:11]=1)(=[O:9])=[O:8].N(/C(OC(C)(C)C)=O)=N\C(OC(C)(C)C)=O.C1(P(C2C=CC=CC=2)C2C=CC=CC=2)C=CC=CC=1.O[CH2:68][C:69]1[CH:70]=[CH:71][CH:72]=[C:73]2[C:78]=1[CH:77]=[N:76][C:75]([NH:79]C(=O)OC(C)(C)C)=[CH:74]2>C1COCC1>[NH2:79][C:75]1[N:76]=[CH:77][C:78]2[C:73]([CH:74]=1)=[CH:72][CH:71]=[CH:70][C:69]=2[CH2:68][N:14]1[C:13]2[CH:18]=[C:19]([F:20])[C:10]([S:7]([NH:6][C:21]3[S:25][N:24]=[CH:23][N:22]=3)(=[O:8])=[O:9])=[CH:11][C:12]=2[O:16][C:15]1=[O:17]. Procedure details: N-(2,4-dimethoxybenzyl)-5-fluoro-2-oxo-N-(1,2,4-thiadiazol-5-yl)-2,3-dihydrobenzo[d]oxazole-6-sulfonamide (11-3, 50 mg, 0.107 mmol), (E)-di-tert-butyl diazene-1,2-dicarboxylate (49.4 mg, 0.214 mmol) and triphenylphosphine (56.2 mg, 0.214 mmol) were added to a 5 mL RB flask. Then THF was added and r×n mixture was stirred at 0° C. for 10 min before addition of tert-butyl (8-(hydroxymethyl)isoquinolin-3-yl)carbamate (29.4 mg, 0.107 mmol) in THF. After stirring at 0° C. for 2 h, the reaction was fil... Starting materials: [NH-]N1CCN(C2CCCC2)CC1, O=C(O)c1cnc(-c2cccc(F)c2)nc1. Product: O=C(NN1CCN(C2CCCC2)CC1)c1cnc(-c2cccc(F)c2)nc1. As a reaction SMILES: [CH:17]1([N:22]2[CH2:23][CH2:24][N:25]([NH-:28])[CH2:26][CH2:27]2)[CH2:18][CH2:19][CH2:20][CH2:21]1.[F:1][c:2]1[cH:3][c:4](-[c:8]2[n:9][cH:10][c:11]([C:14](=[O:15])[OH:16])[cH:12][n:13]2)[cH:5][cH:6][cH:7]1>>[F:1][c:2]1[cH:3][c:4](-[c:8]2[n:9][cH:10][c:11]([C:14](=[O:16])[NH:28][N:25]3[CH2:24][CH2:23][N:22]([CH:17]4[CH2:18][CH2:19][CH2:20][CH2:21]4)[CH2:27][CH2:26]3)[cH:12][n:13]2)[cH:5][cH:6][cH:7]1. Starting materials: C1COCCN1, CN(C)C=O, Cn1c(C2=NC(CCI)CS2)cc2cc(S(C)(=O)=O)cc(NC3CCCC3)c21. Yields the product Cn1c(C2=NC(CCN3CCOCC3)CS2)cc2cc(S(C)(=O)=O)cc(NC3CCCC3)c21. RXN SMILES: [CH2:29]1[CH2:30][O:31][CH2:32][CH2:33][NH:34]1.[CH3:35][N:36]([CH3:37])[CH:38]=[O:39].[CH:1]1([NH:6][c:7]2[cH:8][c:9]([S:25](=[O:26])(=[O:27])[CH3:28])[cH:10][c:11]3[cH:12][c:13]([C:17]4=[N:21][CH:20]([CH2:22][CH2:23][I:24])[CH2:19][S:18]4)[n:14]([CH3:16])[c:15]23)[CH2:2][CH2:3][CH2:4][CH2:5]1>>[CH:1]1([NH:6][c:7]2[cH:8][c:9]([S:25](=[O:26])(=[O:27])[CH3:28])[cH:10][c:11]3[cH:12][c:13]([C:17]4=[N:21][CH:20]([CH2:22][CH2:23][N:34]5[CH2:29][CH2:30][O:31][CH2:32][CH2:33]5)[CH2:19][S:18]4)[n:14]([CH3:16])[c:15]23)[CH2:2][CH2:3][CH2:4][CH2:5]1.